Dataset: the Open Reaction Database (ORD), a public repository of structured organic reaction records. Task: describe an organic reaction: reactants, conditions, products, and yield The reactants are COC(CNC1CCCC2=CC=C(C=C12)OC)=O (N-(7-methoxy-1,2,3,4-tetrahydronaphthalen-1-yl)glycine methyl ester), C(C)(=O)OC(C)=O (acetic anhydride). Solvent: C(=O)O (formic acid). Reaction conditions: time 70 hour. The product is COC(CN(C1CCCC2=CC=C(C=C12)OC)C=O)=O (N-formyl-N-(7-methoxy-1,2,3,4-tetrahydronaphthalen-1-yl)glycine methyl ester). Isolated yield 101.1%. RXN SMILES: [CH3:1][O:2][C:3](=[O:18])[CH2:4][NH:5][CH:6]1[C:15]2[C:10](=[CH:11][CH:12]=[C:13]([O:16][CH3:17])[CH:14]=2)[CH2:9][CH2:8][CH2:7]1.[C:19](OC(=O)C)(=[O:21])C>C(O)=O>[CH3:1][O:2][C:3](=[O:18])[CH2:4][N:5]([CH:19]=[O:21])[CH:6]1[C:15]2[C:10](=[CH:11][CH:12]=[C:13]([O:16][CH3:17])[CH:14]=2)[CH2:9][CH2:8][CH2:7]1. Procedure: 2.40 g of N-(7-methoxy-1,2,3,4-tetrahydronaphthalen-1-yl)glycine methyl ester are added dropwise with cooling to 5° C. to 5.52 g of formic acid. Additionally 1.79 g of acetic anhydride are added, and the mixture is kept at room temperature for 70 hours. Destillation under vacuum affords 2.7 g (97% of theory) of N-formyl-N-(7-methoxy-1,2,3,4-tetrahydronaphthalen-1-yl)glycine methyl ester as a colourless resin. The product is COc1ccc(C=O)cc1-c1cc2c(cc1C)N(C(C)C)CCN2C(C)C. As a reaction SMILES: [Br:1][c:2]1[c:3]([CH3:18])[cH:4][c:5]2[c:10]([cH:11]1)[N:9]([CH:12]([CH3:13])[CH3:14])[CH2:8][CH2:7][N:6]2[CH:15]([CH3:16])[CH3:17].[C:32](=[O:33])([O-:34])[O-:35].[CH3:19][O:20][c:21]1[c:22]([B:29]([OH:30])[OH:31])[cH:23][c:24]([CH:27]=[O:28])[cH:25][cH:26]1.[CH3:39][O:40][CH2:41][CH2:42][O:43][CH3:44].[K+:36].[K+:37].[OH2:38].[cH:45]1[cH:46][cH:47][c:48]([P:49]([Pd:50]([P:51]([c:52]2[cH:53][cH:54][cH:55][cH:56][cH:57]2)([c:58]2[cH:59][cH:60][cH:61][cH:62][cH:63]2)[c:64]2[cH:65][cH:66][cH:67][cH:68][cH:69]2)([P:70]([c:71]2[cH:72][cH:73][cH:74][cH:75][cH:76]2)([c:77]2[cH:78][cH:79][cH:80][cH:81][cH:82]2)[c:83]2[cH:84][cH:85][cH:86][cH:87][cH:88]2)[P:89]([c:90]2[cH:91][cH:92][cH:93][cH:94][cH:95]2)([c:96]2[cH:97][cH:98][cH:99][cH:100][cH:101]2)[c:102]2[cH:103][cH:104][cH:105][cH:106][cH:107]2)([c:108]2[cH:109][cH:110][cH:111][cH:112][cH:113]2)[c:114]2[cH:115][cH:116][cH:117][cH:118][cH:119]2)[cH:120][cH:121]1>>[c:2]1(-[c:22]2[c:21]([O:20][CH3:19])[cH:26][cH:25][c:24]([CH:27]=[O:28])[cH:23]2)[c:3]([CH3:18])[cH:4][c:5]2[c:10]([cH:11]1)[N:9]([CH:12]([CH3:13])[CH3:14])[CH2:8][CH2:7][N:6]2[CH:15]([CH3:16])[CH3:17]. The reactants are Cc1cc2c(cc1Br)N(C(C)C)CCN2C(C)C, O=C([O-])[O-], COc1ccc(C=O)cc1B(O)O, COCCOC, [K+], [K+], O, c1ccc(P(c2ccccc2)(c2ccccc2)[Pd](P(c2ccccc2)(c2ccccc2)c2ccccc2)(P(c2ccccc2)(c2ccccc2)c2ccccc2)P(c2ccccc2)(c2ccccc2)c2ccccc2)cc1. Starting materials: CS(=O)(=O)c1cc(Br)ccc1C(=O)N1CCC(C(=O)c2ccc(Cl)cc2)CC1, O=C([O-])[O-], CNCCNC, Cc1ccccc1, [Cu]I, [K+], [K+], O=C1NCCO1, O. The product is CS(=O)(=O)c1cc(N2CCOC2=O)ccc1C(=O)N1CCC(C(=O)c2ccc(Cl)cc2)CC1. RXN SMILES: [Br:1][c:2]1[cH:3][c:4]([S:25](=[O:26])(=[O:27])[CH3:28])[c:5]([C:8](=[O:9])[N:10]2[CH2:11][CH2:12][CH:13]([C:16]([c:17]3[cH:18][cH:19][c:20]([Cl:23])[cH:21][cH:22]3)=[O:24])[CH2:14][CH2:15]2)[cH:6][cH:7]1.[C:35](=[O:36])([O-:37])[O-:38].[CH3:41][NH:42][CH2:43][CH2:44][NH:45][CH3:46].[CH3:50][c:51]1[cH:52][cH:53][cH:54][cH:55][cH:56]1.[Cu:47][I:48].[K+:39].[K+:40].[O:29]1[C:30](=[O:34])[NH:31][CH2:32][CH2:33]1.[OH2:49]>>[c:2]1([N:31]2[C:30](=[O:34])[O:29][CH2:33][CH2:32]2)[cH:3][c:4]([S:25](=[O:26])(=[O:27])[CH3:28])[c:5]([C:8](=[O:9])[N:10]2[CH2:11][CH2:12][CH:13]([C:16]([c:17]3[cH:18][cH:19][c:20]([Cl:23])[cH:21][cH:22]3)=[O:24])[CH2:14][CH2:15]2)[cH:6][cH:7]1. The reactants are Cl.N[C@H]1CC[C@H](CC1)NC(=O)C1=C(NC=2C1=NC=CC2C2=C(C=CC=1OCOC12)OCC1CC1)C (N-(cis-4-aminocyclohexyl)-7-[5-(cyclopropylmethoxy)-1,3-benzodioxol-4-yl]-2-methyl-1H-pyrrolo[3,2-b]pyridine-3-carboxamide hydrochloride), C(C)(=O)O[C@H](C(=O)Cl)C ((2S)-1-chloro-1-oxopropan-2-yl acetate). Yields the product C1(CC1)COC1=C(C2=C(OCO2)C=C1)C1=C2C(=NC=C1)C(=C(N2)C)C(=O)N[C@@H]2CC[C@@H](CC2)NC([C@H](C)O)=O (7-[5-(Cyclopropylmethoxy)-1,3-benzodioxol-4-yl]-N-(cis-4-{[(2S)-2-hydroxypropanoyl]amino}cyclohexyl)-2-methyl-1H-pyrrolo[3,2-b]pyridine-3-carboxamide). RXN SMILES: Cl.[NH2:2][C@@H:3]1[CH2:8][CH2:7][C@H:6]([NH:9][C:10]([C:12]2[C:16]3=[N:17][CH:18]=[CH:19][C:20]([C:21]4[C:29]5[O:28][CH2:27][O:26][C:25]=5[CH:24]=[CH:23][C:22]=4[O:30][CH2:31][CH:32]4[CH2:34][CH2:33]4)=[C:15]3[NH:14][C:13]=2[CH3:35])=[O:11])[CH2:5][CH2:4]1.C([O:39][C@@H:40]([CH3:44])[C:41](Cl)=[O:42])(=O)C>>[CH:32]1([CH2:31][O:30][C:22]2[CH:23]=[CH:24][C:25]3[O:26][CH2:27][O:28][C:29]=3[C:21]=2[C:20]2[CH:19]=[CH:18][N:17]=[C:16]3[C:12]([C:10]([NH:9][C@H:6]4[CH2:7][CH2:8][C@@H:3]([NH:2][C:41](=[O:42])[C@@H:40]([OH:39])[CH3:44])[CH2:4][CH2:5]4)=[O:11])=[C:13]([CH3:35])[NH:14][C:15]=23)[CH2:33][CH2:34]1 |f:0.1|. Procedure details: Starting from N-(cis-4-aminocyclohexyl)-7-[5-(cyclopropylmethoxy)-1,3-benzodioxol-4-yl]-2-methyl-1H-pyrrolo[3,2-b]pyridine-3-carboxamide hydrochloride (example D.f3) and commercially available (2S)-1-chloro-1-oxopropan-2-yl acetate the title compound is obtained as colorless solid. Starting materials: CCO, O=Cc1cccnc1, Cl, Cn1c(C(C)(C)C)cn(N)c1=O. Yields the product Cn1c(C(C)(C)C)cn(N=Cc2cccnc2)c1=O. Reaction SMILES: [CH3:22][CH2:23][OH:24].[CH:1](=[O:2])[c:3]1[cH:4][n:5][cH:6][cH:7][cH:8]1.[ClH:9].[NH2:10][n:11]1[c:12](=[O:21])[n:13]([CH3:20])[c:14]([C:16]([CH3:17])([CH3:18])[CH3:19])[cH:15]1>>[CH:1]([c:3]1[cH:4][n:5][cH:6][cH:7][cH:8]1)=[N:10][n:11]1[c:12](=[O:21])[n:13]([CH3:20])[c:14]([C:16]([CH3:17])([CH3:18])[CH3:19])[cH:15]1. Reactants: CC(C)(C)c1ccc(SC[N+](=O)[O-])cc1, CO, O. Yields the product CC(C)(C)c1ccc(S(=O)(=O)C[N+](=O)[O-])cc1. RXN SMILES: [C:2]([CH3:3])([CH3:4])([CH3:5])[c:6]1[cH:7][cH:8][c:9]([S:12][CH2:13][N+:14](=[O:15])[O-:16])[cH:10][cH:11]1.[CH3:17][OH:18].[OH2:1]>>[O:1]=[S:12]([c:9]1[cH:8][cH:7][c:6]([C:2]([CH3:3])([CH3:4])[CH3:5])[cH:11][cH:10]1)([CH2:13][N+:14](=[O:15])[O-:16])=[O:18]. The reactants are O=C1N(C(C2=CC=CC=C12)=O)CCCN(C=1C(=NC=C(C1)CC1=CC=C(C=C1)F)C(=O)OCC)C(CC(=O)OCC)=O (ethyl 3-{[3-(1,3-dioxo-1,3-dihydro-2H-isoindol-2-yl)propyl][3-(ethyloxy)-3-oxopropanoyl]amino}-5-[(4-fluorophenyl)methyl]-2-pyridinecarboxylate), C1CCC2=NCCCN2CC1 (DBU), OS(=O)(=O)[O-].[Na+] (NaHSO4). Run in O (water), CCO (EtOH). Reaction conditions: time 15 minute. Product: O=C1N(C(C2=CC=CC=C12)=O)CCCN1C(C(=C(C2=NC=C(C=C12)CC1=CC=C(C=C1)F)O)C(=O)OCC)=O (Ethyl 1-[3-(1,3-dioxo-1,3-dihydro-2H-isoindol-2-yl)propyl]-7-[(4-fluorophenyl)methyl]-4-hydroxy-2-oxo-1,2-dihydro-1,5-naphthyridine-3-carboxylate). Reaction SMILES: [O:1]=[C:2]1[C:10]2[C:5](=[CH:6][CH:7]=[CH:8][CH:9]=2)[C:4](=[O:11])[N:3]1[CH2:12][CH2:13][CH2:14][N:15]([C:35](=[O:42])[CH2:36][C:37]([O:39][CH2:40][CH3:41])=[O:38])[C:16]1[C:17]([C:30](OCC)=[O:31])=[N:18][CH:19]=[C:20]([CH2:22][C:23]2[CH:28]=[CH:27][C:26]([F:29])=[CH:25][CH:24]=2)[CH:21]=1.C1CCN2C(=NCCC2)CC1.OS([O-])(=O)=O.[Na+]>CCO.O>[O:11]=[C:4]1[C:5]2[C:10](=[CH:9][CH:8]=[CH:7][CH:6]=2)[C:2](=[O:1])[N:3]1[CH2:12][CH2:13][CH2:14][N:15]1[C:16]2[C:17](=[N:18][CH:19]=[C:20]([CH2:22][C:23]3[CH:28]=[CH:27][C:26]([F:29])=[CH:25][CH:24]=3)[CH:21]=2)[C:30]([OH:31])=[C:36]([C:37]([O:39][CH2:40][CH3:41])=[O:38])[C:35]1=[O:42] |f:2.3|. Reported procedure: A solution of ethyl 3-{[3-(1,3-dioxo-1,3-dihydro-2H-isoindol-2-yl)propyl][3-(ethyloxy)-3-oxopropanoyl]amino}-5-[(4-fluorophenyl)methyl]-2-pyridinecarboxylate (1.17 g, 2.04 mmol) in EtOH (10 mL) under nitrogen was treated with DBU (0.45 mL, 3.05 mmol). After stirring at ambient temperature for 15 min., the reaction mixture was treated with 1N NaHSO4 (3.1 mL). The resulting slurry was diluted with water, filtered and dried under high vacuum to provide the title compound as a white solid: 1H NMR (C... The reactants are Nc1nnc(Br)s1, O=C([O-])O, CC(C)O, CNC, CCN(C(C)C)C(C)C, Cl, [Na+]. Product: CN(C)c1nnc(N)s1. As a reaction SMILES: [Br:1][c:2]1[n:3][n:4][c:5]([NH2:7])[s:6]1.[C:21](=[O:22])([OH:23])[O-:24].[CH3:26][CH:27]([OH:28])[CH3:29].[CH3:9][NH:10][CH3:11].[CH:12]([N:13]([CH2:14][CH3:15])[CH:16]([CH3:17])[CH3:18])([CH3:19])[CH3:20].[ClH:8].[Na+:25]>>[c:2]1([N:10]([CH3:9])[CH3:11])[n:3][n:4][c:5]([NH2:7])[s:6]1. The reactants are C1(CC1)C1=CC=C(C=2CN(CCOC21)C(=O)OC(C)(C)C)F (tert-butyl 9-cyclopropyl-6-fluoro-2,3-dihydro-1,4-benzoxazepine-4(5H)-carboxylate), C(C)(=O)OCC.Cl (hydrogen chloride-ethyl acetate). Run in C(C)(=O)OCC (ethyl acetate). Conditions: time 1 hour. Product: Cl.C1(CC1)C1=CC=C(C=2CNCCOC21)F (9-cyclopropyl-6-fluoro-2,3,4,5-tetrahydro-1,4-benzoxazepine hydrochloride). The yield is 67.3%. RXN SMILES: [CH:1]1([C:4]2[C:14]3[O:13][CH2:12][CH2:11][N:10](C(OC(C)(C)C)=O)[CH2:9][C:8]=3[C:7]([F:22])=[CH:6][CH:5]=2)[CH2:3][CH2:2]1.C(OCC)(=O)C.[ClH:29]>C(OCC)(=O)C>[ClH:29].[CH:1]1([C:4]2[C:14]3[O:13][CH2:12][CH2:11][NH:10][CH2:9][C:8]=3[C:7]([F:22])=[CH:6][CH:5]=2)[CH2:3][CH2:2]1 |f:1.2,4.5|. Procedure details: A mixture of tert-butyl 9-cyclopropyl-6-fluoro-2,3-dihydro-1,4-benzoxazepine-4(5H)-carboxylate (270 mg, 0.878 mmol), ethyl acetate (4 ml) and 4N hydrogen chloride-ethyl acetate solution (4 ml) was stirred at room temperature for 1 hr, and the solvent was evaporated under reduced pressure. The residue was recrystallized from a mixed solvent of methanol and ether to give the desired product (144 mg, 67.3%) as a solid.